This data is from the Open Reaction Database (ORD), a public repository of structured organic reaction records. The task is: describe an organic reaction: reactants, conditions, products, and yield Isolated yield 66.8%. RXN SMILES: [C:1]([O:5][C:6]([NH:8][CH2:9][CH2:10][NH2:11])=[O:7])([CH3:4])([CH3:3])[CH3:2].Br[CH2:13][C:14]([O:16][CH2:17][C:18]1[CH:23]=[CH:22][CH:21]=[CH:20][CH:19]=1)=[O:15].CCN(C(C)C)C(C)C>C(#N)C>[C:1]([O:5][C:6]([NH:8][CH2:9][CH2:10][NH:11][CH2:13][C:14]([O:16][CH2:17][C:18]1[CH:23]=[CH:22][CH:21]=[CH:20][CH:19]=1)=[O:15])=[O:7])([CH3:4])([CH3:3])[CH3:2]. Yields the product C(C)(C)(C)OC(=O)NCCNCC(=O)OCC1=CC=CC=C1 (N-(t-Butoxycarbonyl)-N'-(benzyloxycarbonylmethyl)ethylenediamine). Procedure: A solution of 1.4 g (8.74 mmole) of N-(t-butoxycarbonyl)ethylenediamine (prepared in Example 2, Step A above), 1.35 mL (8.74 mmole) of benzyl 2-bromoacetate, and 1.53 mL (8.74 mmole) of DIEA in 18 mL of acetonitrile was stirred for 18 hr at room temperature. The mixture was then concentrated in vacuo and the residue purified by flash chromatography on 130 g of silica eluting with 2 L of 75:25 hexanes: ethyl acetate then 1 L of 100:4 methylene chloride:methanol to give 1.8 g (67%) of an oil. Solvent: C(C)#N (acetonitrile). Reactants: C(C)(C)(C)OC(=O)NCCN (N-(t-butoxycarbonyl)ethylenediamine), BrCC(=O)OCC1=CC=CC=C1 (benzyl 2-bromoacetate), CCN(C(C)C)C(C)C (DIEA). Starting materials: C(=O)(C(F)(F)F)O (TFA), C(#N)C=1N=CC(=NC1)NC1=NC=C(C(=C1)NCC1CCN(CC1)C(=O)OC(C)(C)C)C(NC1=CC=CC=C1)=O (tert-butyl 4-((2-(5-cyanopyrazin-2-ylamino)-5-(phenylcarbamoyl)pyridin-4-ylamino)methyl)piperidine-1-carboxylate). Run in ClCCl (dichloromethane). Conditions: time 20 minute. The product is C(#N)C=1N=CC(=NC1)NC1=NC=C(C(=O)NC2=CC=CC=C2)C(=C1)NCC1CCNCC1 (6-(5-cyanopyrazin-2-ylamino)-N-phenyl-4-(piperidin-4-ylmethylamino)nicotinamide). The yield is 65.3%. Reaction SMILES: C(O)(C(F)(F)F)=O.[C:8]([C:10]1[N:11]=[CH:12][C:13]([NH:16][C:17]2[CH:22]=[C:21]([NH:23][CH2:24][CH:25]3[CH2:30][CH2:29][N:28](C(OC(C)(C)C)=O)[CH2:27][CH2:26]3)[C:20]([C:38](=[O:46])[NH:39][C:40]3[CH:45]=[CH:44][CH:43]=[CH:42][CH:41]=3)=[CH:19][N:18]=2)=[N:14][CH:15]=1)#[N:9]>ClCCl>[C:8]([C:10]1[N:11]=[CH:12][C:13]([NH:16][C:17]2[CH:22]=[C:21]([NH:23][CH2:24][CH:25]3[CH2:30][CH2:29][NH:28][CH2:27][CH2:26]3)[C:20]([C:38]([NH:39][C:40]3[CH:41]=[CH:42][CH:43]=[CH:44][CH:45]=3)=[O:46])=[CH:19][N:18]=2)=[N:14][CH:15]=1)#[N:9]. Procedure: TFA (0.05 mL) was added to a solution of tert-butyl 4-((2-(5-cyanopyrazin-2-ylamino)-5-(phenylcarbamoyl)pyridin-4-ylamino)methyl)piperidine-1-carboxylate (11.0 mg, 0.02 mmol) in dichloromethane (0.5 mL) at room temperature. After 20 minutes, solvent was evaporated and the crude product was purified by ion exchange on SCX-II acidic resin (500 mg) eluting with methanol, then 2M ammonia-methanol. The basic fractions were combined and solvent was evaporated to give 6-(5-cyanopyrazin-2-ylamino)-N-phe... The reactants are COC(\C=C\C1=CC(=C(C=C1)OC)[N+](=O)[O-])=O ((E)-3-(4-methoxy-3-nitro-phenyl)-acrylic acid methyl ester), C(C)(=O)O (acetic acid). The reagents and catalysts are [Zn] (zinc). Run in ClCCl (dichloromethane). Conditions: time 30 minute. The product is COC(\C=C\C1=CC(=C(C=C1)OC)N)=O ((E)-3-(3-amino-4-methoxy-phenyl)-acrylic acid methyl ester). Reaction SMILES: [CH3:1][O:2][C:3](=[O:17])/[CH:4]=[CH:5]/[C:6]1[CH:11]=[CH:10][C:9]([O:12][CH3:13])=[C:8]([N+:14]([O-])=O)[CH:7]=1.C(O)(=O)C>ClCCl.[Zn]>[CH3:1][O:2][C:3](=[O:17])/[CH:4]=[CH:5]/[C:6]1[CH:11]=[CH:10][C:9]([O:12][CH3:13])=[C:8]([NH2:14])[CH:7]=1. Procedure: To a solution of (E)-3-(4-methoxy-3-nitro-phenyl)-acrylic acid methyl ester (0.5 g) in dichloromethane (5 mL) was added zinc dust (2 g), followed by acetic acid (1 mL) and the resulting mixture was stirred at room temperature for 30 minutes. The solid was filtered off and washed with dichloromethane. The filtrate was evaporated under reduced pressure and the residue was purified by flash chromatography (DCM/acetone, 95/5) to give (E)-3-(3-amino-4-methoxy-phenyl)-acrylic acid methyl ester. Reactants: C1CC[AlH]OC1, CC[Al]1CCCCO1, CCCCC(CC)C(=O)[O-], CC[Al](CC)CC, C1CCCCC1, CCCCC(CC)C(=O)[O-], [Ni+2]. Yields the product C1CC[AlH]OC1, CCCCC(CC)C(=O)[O-], CCCCC(CC)C(=O)[O-], [Ni+2]. Reaction SMILES: [AlH:37]1[CH2:38][CH2:39][CH2:40][CH2:41][O:42]1.[CH2:1]([CH3:2])[Al:3]1[O:4][CH2:5][CH2:6][CH2:7][CH2:8]1.[CH2:20]([CH3:21])[CH:22]([C:23](=[O:24])[O-:25])[CH2:26][CH2:27][CH2:28][CH3:29].[CH2:30]([Al:31]([CH2:32][CH3:33])[CH2:34][CH3:35])[CH3:36].[CH2:43]1[CH2:44][CH2:45][CH2:46][CH2:47][CH2:48]1.[CH2:9]([CH3:10])[CH:11]([C:12](=[O:13])[O-:14])[CH2:15][CH2:16][CH2:17][CH3:18].[Ni+2:19]>>[AlH:3]1[O:4][CH2:5][CH2:6][CH2:7][CH2:8]1.[CH2:20]([CH3:21])[CH:22]([C:23](=[O:24])[O-:25])[CH2:26][CH2:27][CH2:28][CH3:29].[CH2:9]([CH3:10])[CH:11]([C:12](=[O:13])[O-:14])[CH2:15][CH2:16][CH2:17][CH3:18].[Ni+2:19]. Reactants: S1CC(NC2=C1C=CC=C2)=O (2H-1,4-benzothiazin-3(4H)-one), N1C=C(C2=CC=CC=C12)C=O (indole-3-carboxaldehyde). Run in N1CCCCC1 (piperidine). Yields the product N1C=C(C2=CC=CC=C12)\C=C\1/SC2=C(NC1=O)C=CC=C2 ((Z)-2-[(Indol-3-yl)methylene]-2H-1,4-benzothiazin-3(4H)-one). RXN SMILES: [S:1]1[C:6]2[CH:7]=[CH:8][CH:9]=[CH:10][C:5]=2[NH:4][C:3](=[O:11])[CH2:2]1.[NH:12]1[C:20]2[C:15](=[CH:16][CH:17]=[CH:18][CH:19]=2)[C:14]([CH:21]=O)=[CH:13]1>N1CCCCC1>[NH:12]1[C:20]2[C:15](=[CH:16][CH:17]=[CH:18][CH:19]=2)[C:14](/[CH:21]=[C:2]2\[S:1][C:6]3[CH:7]=[CH:8][CH:9]=[CH:10][C:5]=3[NH:4][C:3]\2=[O:11])=[CH:13]1. Procedure: A solution of 2H-1,4-benzothiazin-3(4H)-one (1.65 g, 10 mmol) and indole-3-carboxaldehyde (1.45 g, 10 mmol) in piperidine (30 ml) was heated under reflux for 5 days. The solvent was removed in vacuo, ethanol (20 ml) was added to the residue and the solid was filtered off. This solid was boiled in ethanol (20 ml) and filtered hot to give a yellow solid. The reactants are C(C)OC(C)=O (acetic acid ethyl ester), BrCC[C@@H](CCC[C@@H](CCCC(C)C)C)C ((3R,7R)-1-bromo-3,7,11-trimethyldodecane), C(C)O (ethanol), ice water. Yields the product C(C)OC(C(CC[C@@H](CCC[C@@H](CCCC(C)C)C)C)C(C)=O)=O ((5R,9R)-2-acetyl-5,9,13-trimethyltetradecanoic acid ethyl ester). As a reaction SMILES: [CH2:1]([O:3][C:4](=[O:6])[CH3:5])[CH3:2].Br[CH2:8][CH2:9][C@H:10]([CH3:22])[CH2:11][CH2:12][CH2:13][C@H:14]([CH3:21])[CH2:15][CH2:16][CH2:17][CH:18]([CH3:20])[CH3:19].[CH2:23]([OH:25])[CH3:24]>>[CH2:1]([O:3][C:4](=[O:6])[CH:5]([C:23](=[O:25])[CH3:24])[CH2:8][CH2:9][C@H:10]([CH3:22])[CH2:11][CH2:12][CH2:13][C@H:14]([CH3:21])[CH2:15][CH2:16][CH2:17][CH:18]([CH3:20])[CH3:19])[CH3:2]. Reported procedure: To 2.3 ml of a solution of 1.01-N sodium ethylate in ethanol in a flask provided with reflux condenser and calcium chloride tube are added dropwise 300 mg (2.3 mmol) of acetic acid ethyl ester and subsequently 671 mg (2.3 mmol) of (3R,7R)-1-bromo-3,7,11-trimethyldodecane in 2 ml of ethanol. This mixture is boiled under reflux for 15 hours while stirring. After cooling, so much ice water is added that the separated salt is just dissolved, the organic phase is separated in a separating funnel and ...